Dataset: the Open Reaction Database (ORD), a public repository of structured organic reaction records. Task: describe an organic reaction: reactants, conditions, products, and yield The reactants are CC(C#CC(=O)c1ccc(NC(=O)c2cnccn2)cc1F)O[Si](C)(C)C(C)(C)C, C, CCO, [H][H], C1CCOC1, [Pd]. Product: CC(CCC(=O)c1ccc(NC(=O)c2cnccn2)cc1F)O[Si](C)(C)C(C)(C)C. As a reaction SMILES: [C:1]([CH3:2])([CH3:3])([CH3:4])[Si:5]([O:6][CH:7]([C:8]#[C:9][C:10](=[O:11])[c:12]1[c:13]([F:27])[cH:14][c:15]([NH:18][C:19](=[O:20])[c:21]2[n:22][cH:23][cH:24][n:25][cH:26]2)[cH:16][cH:17]1)[CH3:28])([CH3:29])[CH3:30].[C:33].[CH3:40][CH2:41][OH:42].[H:31][H:32].[O:35]1[CH2:36][CH2:37][CH2:38][CH2:39]1.[Pd:34]>>[C:1]([CH3:2])([CH3:3])([CH3:4])[Si:5]([O:6][CH:7]([CH2:8][CH2:9][C:10](=[O:11])[c:12]1[c:13]([F:27])[cH:14][c:15]([NH:18][C:19](=[O:20])[c:21]2[n:22][cH:23][cH:24][n:25][cH:26]2)[cH:16][cH:17]1)[CH3:28])([CH3:29])[CH3:30].